From a dataset of the Open Reaction Database (ORD), a public repository of structured organic reaction records. describe an organic reaction: reactants, conditions, products, and yield Starting materials: CS(=O)(=O)C1=CC(=C(C=C1)Cl)S(=O)(=O)CCCCCCCCCCCCCC (4-methanesulfonyl-2-tetradecylsulfonylchlorobenzene), C(C)(C)(C)C1=CC(=NO1)O (5-t-butyl-3-hydroxyisoxazole), C([O-])([O-])=O.[K+].[K+] (potassium carbonate), CS(=O)C (dimethyl sulfoxide). Run in O (water). Run at time 4 hour. Yields the product C(C)(C)(C)C1=CC(N(O1)C1=C(C=C(C=C1)S(=O)(=O)C)S(=O)(=O)CCCCCCCCCCCCCC)=O (5-t-butyl-2-(4-methanesulfonyl-2-tetradecylsulfonylphenyl)-4-isoxazolin-3-one). Yield: 50.7%. Reaction SMILES: [CH3:1][S:2]([C:5]1[CH:10]=[CH:9][C:8](Cl)=[C:7]([S:12]([CH2:15][CH2:16][CH2:17][CH2:18][CH2:19][CH2:20][CH2:21][CH2:22][CH2:23][CH2:24][CH2:25][CH2:26][CH2:27][CH3:28])(=[O:14])=[O:13])[CH:6]=1)(=[O:4])=[O:3].[C:29]([C:33]1[O:37][N:36]=[C:35]([OH:38])[CH:34]=1)([CH3:32])([CH3:31])[CH3:30].C(=O)([O-])[O-].[K+].[K+].CS(C)=O>O>[C:29]([C:33]1[O:37][N:36]([C:8]2[CH:9]=[CH:10][C:5]([S:2]([CH3:1])(=[O:4])=[O:3])=[CH:6][C:7]=2[S:12]([CH2:15][CH2:16][CH2:17][CH2:18][CH2:19][CH2:20][CH2:21][CH2:22][CH2:23][CH2:24][CH2:25][CH2:26][CH2:27][CH3:28])(=[O:14])=[O:13])[C:35](=[O:38])[CH:34]=1)([CH3:32])([CH3:31])[CH3:30] |f:2.3.4|. Reported procedure: After mixing 32 g of 4-methanesulfonyl-2-tetradecylsulfonylchlorobenzene, 20 g of 5-t-butyl-3-hydroxyisoxazole, 20 g of potassium carbonate, and 140 ml of dimethyl sulfoxide, the reaction was performed for 4 hours at 80° C. After the reaction was over, the reaction mixture was poured into water and the product was extracted with ethyl acetate. The organic phase obtained was purified by silca gel column chromatography to provide 20.0 g of the aforesaid compound with a yield of 50.8%. The melting ... Starting materials: BrC1=CC=C(C=C1)C1=C(C(=NO1)C)NC(CC1=CC=C(C=C1)OCC1=CC=C(C=C1)C(F)(F)F)C ([5-(4-bromo-phenyl)-3-methyl-isoxazol-4-yl]-{1-methyl-2-[4-(4-trifluoromethyl-benzyloxy)-phenyl]-ethyl}-amine), C(C)OC(CC1(CC1)C1=CC=C(C=C1)B1OC(C(O1)(C)C)(C)C)=O ({1-[4-(4,4,5,5-tetramethyl-[1,3,2]dioxaborolan-2-yl)-phenyl]-cyclopropyl}-acetic acid ethyl ester). Yields the product C(C)OC(CC1(CC1)C1=CC=C(C=C1)C1=CC=C(C=C1)C1=C(C(=NO1)C)NC(CC1=CC=C(C=C1)OCC1=CC=C(C=C1)C(F)(F)F)C)=O ({1-[4′-(3-Methyl-4-{1-methyl-2-[4-(4-trifluoromethyl-benzyloxy)-phenyl]-ethylamino}-isoxazol-5-yl)-biphenyl-4-yl]-cyclopropyl}-acetic acid ethyl ester). RXN SMILES: Br[C:2]1[CH:7]=[CH:6][C:5]([C:8]2[O:12][N:11]=[C:10]([CH3:13])[C:9]=2[NH:14][CH:15]([CH3:35])[CH2:16][C:17]2[CH:22]=[CH:21][C:20]([O:23][CH2:24][C:25]3[CH:30]=[CH:29][C:28]([C:31]([F:34])([F:33])[F:32])=[CH:27][CH:26]=3)=[CH:19][CH:18]=2)=[CH:4][CH:3]=1.[CH2:36]([O:38][C:39](=[O:59])[CH2:40][C:41]1([C:44]2[CH:49]=[CH:48][C:47](B3OC(C)(C)C(C)(C)O3)=[CH:46][CH:45]=2)[CH2:43][CH2:42]1)[CH3:37]>>[CH2:36]([O:38][C:39](=[O:59])[CH2:40][C:41]1([C:44]2[CH:49]=[CH:48][C:47]([C:2]3[CH:7]=[CH:6][C:5]([C:8]4[O:12][N:11]=[C:10]([CH3:13])[C:9]=4[NH:14][CH:15]([CH3:35])[CH2:16][C:17]4[CH:22]=[CH:21][C:20]([O:23][CH2:24][C:25]5[CH:30]=[CH:29][C:28]([C:31]([F:34])([F:33])[F:32])=[CH:27][CH:26]=5)=[CH:19][CH:18]=4)=[CH:4][CH:3]=3)=[CH:46][CH:45]=2)[CH2:43][CH2:42]1)[CH3:37]. Reported procedure: Prepared according to the procedure described in Example 42, Step 2, using [5-(4-bromo-phenyl)-3-methyl-isoxazol-4-yl]-{1-methyl-2-[4-(4-trifluoromethyl-benzyloxy)-phenyl]-ethyl}-amine and {1-[4-(4,4,5,5-tetramethyl-[1,3,2]dioxaborolan-2-yl)-phenyl]-cyclopropyl}-acetic acid ethyl ester. Starting materials: C=1C=CN2C1CN(C1=C(C2)C=CC=C1)C(=O)C1=C(C=C(C=C1)B1OC(C(O1)(C)C)(C)C)Cl ((10,11-Dihydro-5H-pyrrolo[2,1-c][1,4]benzodiazepin-10-yl)-[2-chloro-4-(4,4,5,5-tetramethyl-[1,3,2]dioxaborolan-2-yl)-phenyl]-methanone), FC(S(=O)(=O)OC1=CC=CC2=CC=CC=C12)(F)F (naphthalen-1-yl trifluoromethanesulfonate). The product is C=1C=CN2C1CN(C1=C(C2)C=CC=C1)C(=O)C1=C(C=C(C=C1)C1=CCCC2=CC=CC=C12)Cl ((10,11-Dihydro-5H-pyrrolo[2,1-c][1,4]benzodiazepin-10-yl)-[2-chloro-4-(3,4-dihydro-naphthalen-1-yl)-phenyl]-methanone). Isolated yield 96.3%. Reaction SMILES: [CH:1]1[CH:2]=[CH:3][N:4]2[CH2:10][C:9]3[CH:11]=[CH:12][CH:13]=[CH:14][C:8]=3[N:7]([C:15]([C:17]3[CH:22]=[CH:21][C:20](B4OC(C)(C)C(C)(C)O4)=[CH:19][C:18]=3[Cl:32])=[O:16])[CH2:6][C:5]=12.FC(F)(F)S(O[C:39]1[C:48]2[C:43](=[CH:44][CH:45]=[CH:46][CH:47]=2)[CH:42]=[CH:41][CH:40]=1)(=O)=O>>[CH:1]1[CH:2]=[CH:3][N:4]2[CH2:10][C:9]3[CH:11]=[CH:12][CH:13]=[CH:14][C:8]=3[N:7]([C:15]([C:17]3[CH:22]=[CH:21][C:20]([C:42]4[C:43]5[C:48](=[CH:47][CH:46]=[CH:45][CH:44]=5)[CH2:39][CH2:40][CH:41]=4)=[CH:19][C:18]=3[Cl:32])=[O:16])[CH2:6][C:5]=12. Procedure: (10,11-Dihydro-5H-pyrrolo[2,1-c][1,4]benzodiazepin-10-yl)-[2-chloro-4-(4,4,5,5-tetramethyl-[1,3,2]dioxaborolan-2-yl)-phenyl]-methanone of Example 10, Step B (0.300 g, 0.668 mmol) and naphthalen-1-yl trifluoromethanesulfonate (0.205 g, 0.735 mmol) were reacted by the procedure described in Example 1, Step F. The crude product was purified by flash column chromatography on silica gel, eluting with 30% ethyl acetate in hexane to afford a clear oil. The oil was recrystallized from diethyl ether/petr... Starting materials: diester, [OH-].[Na+] (NaOH), O1C(=CC=C1)C(C(=O)OCC)O (ethyl 2-(furan-2-yl)-2-hydroxyacetate), CC(C([O-])([O-])[O-])(C)C (trimethylorthoacetate), C(CCCCC)(=O)O (hexanoic acid). Reported procedure: A solution of ethyl 2-(furan-2-yl)-2-hydroxyacetate (11.05 g, 64.5 mmol), trimethylorthoacetate (29.8 mL, 387 mmol) and hexanoic acid (2 mL) in decalin (195 mL) is heated at 180° C. for 12 hours. The reaction is cooled and extracted with methanol to provide a mixture of diester and decalin. This mixture is dissolved in methanol (250 mL), cooled to 0° C., treated with 2 M NaOH (150 mL) and stirred for 12 hours. The methanol is removed and the crude reaction is extracted with ether, and the basic ... Run at temperature 0 celsius, time 12 hour. The product is C(=O)(O)CC=1OC=CC1CC(=O)O (2,3-di(carboxymethyl)furan). As a reaction SMILES: [O:1]1[CH:5]=[CH:4][CH:3]=[C:2]1[CH:6](O)[C:7]([O:9]CC)=[O:8].C[C:14](C)(C)[C:15]([O-])([O-:17])[O-:16].C(O)(=O)CCCCC.[OH-].[Na+]>C1C2C(CCCC2)CCC1.CO>[C:7]([CH2:6][C:2]1[O:1][CH:5]=[CH:4][C:3]=1[CH2:14][C:15]([OH:17])=[O:16])([OH:9])=[O:8] |f:3.4|. Run in C1CCCC2CCCCC12 (decalin), C1CCCC2CCCCC12 (decalin), CO (methanol). Starting materials: ClC1=CC(=C(C=N1)C(=O)OC)NN (6-chloro-4-hydrazino-3-pyridinecarboxylic acid, methyl ester), 3-aminocrotonic acid nitrile. The solvent is CO (methanol). Product: ClC1=CC2=C(C(NC=3N2N=C(C3)C)=O)C=N1 (8-Chloro-2-methylpyrazolo[1,5-a]pyrido[3,4-e]pyrimidin5(4H)-one). Reaction SMILES: [Cl:1][C:2]1[N:7]=[CH:6][C:5]([C:8]([O:10]C)=O)=[C:4]([NH:12][NH2:13])[CH:3]=1>CO>[Cl:1][C:2]1[N:7]=[CH:6][C:5]2[C:8](=[O:10])[NH:7][C:6]3[N:12]([N:13]=[C:4]([CH3:3])[CH:5]=3)[C:4]=2[CH:3]=1. Reported procedure: 3 g. of 6-chloro-4-hydrazino-3-pyridinecarboxylic acid, methyl ester and 2.4 g. of 3-aminocrotonic acid nitrile are refluxed in 10 ml. of methanol for 72 hours. After this time, 8-chloro-2-methylpyrazolo[1,5-a]pyrido[3,4-e]-pyrimidin-5(4H)-one is filtered off, yield: 2.5 g. (73%); m.p. > 300°.